The task is: describe an organic reaction: reactants, conditions, products, and yield. This data is from the Open Reaction Database (ORD), a public repository of structured organic reaction records. Reactants: Cl[Al](Cl)Cl, COc1ccc2c(Cl)cnnc2c1, c1ccccc1. Yields the product Oc1ccc2c(Cl)cnnc2c1. As a reaction SMILES: [Cl:1][Al:2]([Cl:3])[Cl:4].[Cl:5][c:6]1[cH:7][n:8][n:9][c:10]2[cH:11][c:12]([O:16][CH3:17])[cH:13][cH:14][c:15]12.[cH:18]1[cH:19][cH:20][cH:21][cH:22][cH:23]1>>[Cl:5][c:6]1[cH:7][n:8][n:9][c:10]2[cH:11][c:12]([OH:16])[cH:13][cH:14][c:15]12. Starting materials: CC(C)Cc1ccc(C2(C)CO2)cc1, [Cl-], [Cl-], ClCCl, [Mg+2], CSc1ccccc1. Product: CC(C)Cc1ccc(C(C)C=O)cc1. As a reaction SMILES: [CH2:1]([CH:2]([CH3:3])[CH3:4])[c:5]1[cH:6][cH:7][c:8]([C:11]2([CH3:14])[CH2:12][O:13]2)[cH:9][cH:10]1.[Cl-:15].[Cl-:17].[Cl:26][CH2:27][Cl:28].[Mg+2:16].[c:18]1([S:19][CH3:20])[cH:21][cH:22][cH:23][cH:24][cH:25]1>>[CH2:1]([CH:2]([CH3:3])[CH3:4])[c:5]1[cH:6][cH:7][c:8]([CH:11]([CH:12]=[O:13])[CH3:14])[cH:9][cH:10]1. Reactants: C1CCOC1, [H-], O=Cc1ccc([N+](=O)[O-])o1, [Na+], O, Cc1ccc2nc(S)[nH]c2c1. The product is Cc1ccc2[nH]c(Sc3ccc(C=O)o3)nc2c1. Reaction SMILES: [CH2:25]1[O:26][CH2:27][CH2:28][CH2:29]1.[H-:12].[N+:14]([O-:15])(=[O:16])[c:17]1[cH:18][cH:19][c:20]([CH:22]=[O:23])[o:21]1.[Na+:13].[OH2:24].[SH:1][c:2]1[nH:3][c:4]2[c:5]([n:6]1)[cH:7][cH:8][c:9]([CH3:11])[cH:10]2>>[S:1]([c:2]1[n:3][c:4]2[c:5]([nH:6]1)[cH:7][cH:8][c:9]([CH3:11])[cH:10]2)[c:17]1[cH:18][cH:19][c:20]([CH:22]=[O:23])[o:21]1. Starting materials: C1CCOC1, COC(C)(OC)c1ccc(COC(=O)N2CCN(CC3(C)Cn4cc([N+](=O)[O-])nc4O3)CC2)cc1, Cl, [Na+], O=C([O-])O. Product: CC(=O)c1ccc(COC(=O)N2CCN(CC3(C)Cn4cc([N+](=O)[O-])nc4O3)CC2)cc1. Reaction SMILES: [CH2:42]1[O:43][CH2:44][CH2:45][CH2:46]1.[CH3:1][C:2]1([CH2:13][N:14]2[CH2:15][CH2:16][N:17]([C:20](=[O:21])[O:22][CH2:23][c:24]3[cH:25][cH:26][c:27]([C:30]([CH3:31])([O:32][CH3:35])[O:33][CH3:34])[cH:28][cH:29]3)[CH2:18][CH2:19]2)[CH2:3][n:4]2[c:5]([n:7][c:8]([N+:10](=[O:11])[O-:12])[cH:9]2)[O:6]1.[ClH:36].[Na+:37].[OH:38][C:39](=[O:40])[O-:41]>>[CH3:1][C:2]1([CH2:13][N:14]2[CH2:15][CH2:16][N:17]([C:20](=[O:21])[O:22][CH2:23][c:24]3[cH:25][cH:26][c:27]([C:30]([CH3:31])=[O:32])[cH:28][cH:29]3)[CH2:18][CH2:19]2)[CH2:3][n:4]2[c:5]([n:7][c:8]([N+:10](=[O:11])[O-:12])[cH:9]2)[O:6]1. Starting materials: N1CCOCC1 (morpholine), C(#N)C1=CC=C(C=O)C=C1 (4-cyanobenzaldehyde), C1CCCC2=NC3=CC=CC=C3C(=C12)N (1,2,3,4-Tetrahydro-9-acridinamine). The solvent is C1(=CC=CC=C1)C (toluene). Product: C(#N)C1=CC=C(C=C1)C=NC=1C2=CC=CC=C2N=C2CCCCC12 (N-[(4-Cyanophenyl)methylene]-1,2,3,4-tetrahydro-9-acridinamine). The yield is 45.8%. As a reaction SMILES: [CH2:1]1[C:14]2[C:5](=[N:6][C:7]3[C:12]([C:13]=2[NH2:15])=[CH:11][CH:10]=[CH:9][CH:8]=3)[CH2:4][CH2:3][CH2:2]1.N1CCOCC1.[C:22]([C:24]1[CH:31]=[CH:30][C:27]([CH:28]=O)=[CH:26][CH:25]=1)#[N:23]>C1(C)C=CC=CC=1>[C:22]([C:24]1[CH:31]=[CH:30][C:27]([CH:28]=[N:15][C:13]2[C:12]3[C:7]([N:6]=[C:5]4[C:14]=2[CH2:1][CH2:2][CH2:3][CH2:4]4)=[CH:8][CH:9]=[CH:10][CH:11]=3)=[CH:26][CH:25]=1)#[N:23]. Procedure details: 1,2,3,4-Tetrahydro-9-acridinamine (3.2 g) was refluxed in 300 ml of toluene containing morpholine (2.8 g) and 4-cyanobenzaldehyde (2.60 g). After twenty-four (24) hours the reaction mixture was concentrated and purified by flash chromatography. Fractions containing the product were concentrated and recrytallized from CH2Cl2 /pentane to give 2.30 g of product, m.p. 204°-205° C. Reactants: CC1=C2C=CC=NC2=C(C=C1)NS(=O)(=O)C1=C(C=CC=C1)[N+](=O)[O-] (N-(5-methylquinolin-8-yl)-2-nitrobenzenesulfonamide), CC1=C2C=CC=NC2=C(C=C1)NS(=O)(=O)C1=C(C=CC=C1)[N+](=O)[O-] (N-(5-methylquinolin-8-yl)-2-nitrobenzenesulfonamide), [Sn](Cl)Cl (tin (II) chloride). The reagents and catalysts are Cl (HCl). The product is NC1=C(C=CC=C1)S(=O)(=O)NC=1C=CC(=C2C=CC=NC12)C (2-Amino-N-(5-methylquinolin-8-yl)-benzenesulfonamide). Isolated yield 56.7%. Reaction SMILES: [CH3:1][C:2]1[CH:11]=[CH:10][C:9]([NH:12][S:13]([C:16]2[CH:21]=[CH:20][CH:19]=[CH:18][C:17]=2[N+:22]([O-])=O)(=[O:15])=[O:14])=[C:8]2[C:3]=1[CH:4]=[CH:5][CH:6]=[N:7]2.[Sn](Cl)Cl>Cl>[NH2:22][C:17]1[CH:18]=[CH:19][CH:20]=[CH:21][C:16]=1[S:13]([NH:12][C:9]1[CH:10]=[CH:11][C:2]([CH3:1])=[C:3]2[C:8]=1[N:7]=[CH:6][CH:5]=[CH:4]2)(=[O:15])=[O:14]. Procedure details: In a similar fashion using route 1 general procedure 4, N-(5-methylquinolin-8-yl)-2-nitrobenzenesulfonamide (Intermediate 159) (830 mg, 2.42 mmol), tin (II) chloride (1.83 g, 9.68 mmol) and 6 N HCl (3 drops) gave the title compound (430 mg, 58%).